The task is: describe an organic reaction: reactants, conditions, products, and yield. This data is from the Open Reaction Database (ORD), a public repository of structured organic reaction records. Reactants: CN1CC(=O)NC1=N, Cc1ccc(Cl)c(C)c1N=C=O, CN(C)C=O. Yields the product Cc1ccc(Cl)c(C)c1NC(=O)N=C1NC(=O)CN1C. Reaction SMILES: [CH3:1][N:2]1[CH2:3][C:4](=[O:5])[NH:6][C:7]1=[NH:8].[Cl:9][c:10]1[c:11]([CH3:20])[c:12]([N:17]=[C:18]=[O:19])[c:13]([CH3:16])[cH:14][cH:15]1.[O:21]=[CH:22][N:23]([CH3:24])[CH3:25]>>[CH3:1][N:2]1[CH2:3][C:4](=[O:5])[NH:6][C:7]1=[N:8][C:18]([NH:17][c:12]1[c:11]([CH3:20])[c:10]([Cl:9])[cH:15][cH:14][c:13]1[CH3:16])=[O:19]. Starting materials: C([O-])([O-])=O.[K+].[K+] (potassium carbonate), FC(OC1=CC=C(C=C1)O)(F)F (p-trifluoromethoxy phenol), CC(C)(C#C)Cl (2-methyl-2-chloro-3-butyne), [I-].[K+] (potassium iodide). Run in C(C)#N (acetonitrile), CCCCCC.CCOCC (hexane Et2O). Yields the product CC(C#C)(C)OC1=CC=C(C=C1)OC(F)(F)F (1-[(1,1-Dimethyl-2-propynyl)oxy] -4-(trifluoromethoxy)benzene). The yield is 82.5%. RXN SMILES: [F:1][C:2]([F:12])([F:11])[O:3][C:4]1[CH:9]=[CH:8][C:7]([OH:10])=[CH:6][CH:5]=1.[CH3:13][C:14](Cl)([C:16]#[CH:17])[CH3:15].[I-].[K+].C(=O)([O-])[O-].[K+].[K+]>C(#N)C.CCCCCC.CCOCC>[CH3:13][C:14]([O:10][C:7]1[CH:6]=[CH:5][C:4]([O:3][C:2]([F:11])([F:12])[F:1])=[CH:9][CH:8]=1)([CH3:15])[C:16]#[CH:17] |f:2.3,4.5.6,8.9|. Procedure details: To a solution of p-trifluoromethoxy phenol (30.69 g), and 2-methyl-2-chloro-3-butyne (53.00 g) in dry acetonitrile (350 mL) was added potassium iodide (14.30 g) followed by potassium carbonate (95.25 g). This reaction mixture was heated at 70°-80° C. for four days then cooled to room temperature and filtered through celite. The precipitate was washed with dichloromethane and the washing were added to the acetonitrile. The organics were evaporated in vacuo and the oil was taken up in 250 mL of di... Reactants: CCc1nc(C)[nH]c1I, CN(C)C=O, [H-], [Na+], Sc1ccccc1. Product: CCc1nc(C)[nH]c1Sc1ccccc1. RXN SMILES: [CH3:10][c:11]1[nH:12][c:13]([I:18])[c:14]([CH2:16][CH3:17])[n:15]1.[CH3:19][N:20]([CH3:21])[CH:22]=[O:23].[H-:8].[Na+:9].[SH:1][c:2]1[cH:3][cH:4][cH:5][cH:6][cH:7]1>>[S:1]([c:2]1[cH:3][cH:4][cH:5][cH:6][cH:7]1)[c:13]1[nH:12][c:11]([CH3:10])[n:15][c:14]1[CH2:16][CH3:17]. Starting materials: C(C=CC1=CC=CC=C1)(=O)C=1C(=NC=CC1)OC1=C(C=C(C(=C1)Cl)Cl)O (3-cinnamoyl- 2-(4,5-dichloro-2-hydroxyphenoxy)pyridine), C([O-])([O-])=O.[K+].[K+] (potassium carbonate), ice water, CN(CCCl)C (2-dimethylaminoethyl chloride). The solvent is CN(C=O)C (dimethylformamide). Conditions: time 30 minute. The product is Cl.C(C=CC1=CC=CC=C1)(=O)C=1C(=NC=CC1)OC1=C(C=C(C(=C1)Cl)Cl)OCCN(C)C (3-cinnamoyl-2-[4,5-dichloro-2-(2-dimethylaminoethoxy)phenoxy]pyridine hydrochloride). Reaction SMILES: [C:1]([C:11]1[C:12]([O:17][C:18]2[CH:23]=[C:22]([Cl:24])[C:21]([Cl:25])=[CH:20][C:19]=2[OH:26])=[N:13][CH:14]=[CH:15][CH:16]=1)(=[O:10])[CH:2]=[CH:3][C:4]1[CH:9]=[CH:8][CH:7]=[CH:6][CH:5]=1.C(=O)([O-])[O-].[K+].[K+].[CH3:33][N:34]([CH3:38])[CH2:35][CH2:36]Cl>CN(C)C=O>[ClH:24].[C:1]([C:11]1[C:12]([O:17][C:18]2[CH:23]=[C:22]([Cl:24])[C:21]([Cl:25])=[CH:20][C:19]=2[O:26][CH2:36][CH2:35][N:34]([CH3:38])[CH3:33])=[N:13][CH:14]=[CH:15][CH:16]=1)(=[O:10])[CH:2]=[CH:3][C:4]1[CH:9]=[CH:8][CH:7]=[CH:6][CH:5]=1 |f:1.2.3,6.7|. Procedure: To 20 ml of dimethylformamide are added 7.7 g of 3-cinnamoyl- 2-(4,5-dichloro-2-hydroxyphenoxy)pyridine and 3.3 g of potassium carbonate, and the mixture is stirred at room temperature for 30 minutes Thereto, 2.8 g of 2-dimethylaminoethyl chloride is added, and the mixture is stirred at 50° C. for 6 hours. The reaction mixture is poured into ice-water, followed by extraction with toluene After the extract is washed with water and dried over anhydrous magnesium sulfate, the solvent is distilled o... The reactants are NC1=NN2C(CN(CC2)C(CC)=O)=C1 (1-(2-Amino-6,7-dihydropyrazolo[1,5-a]pyrazin-5(4H)-yl)propan-1-one), BrC=1C(N(C=C(C1)Br)C)=O (3,5-dibromo-1-methylpyridin-2(1H)-one), CC1(C2=C(C(=CC=C2)P(C3=CC=CC=C3)C4=CC=CC=C4)OC5=C(C=CC=C51)P(C6=CC=CC=C6)C7=CC=CC=C7)C (Xantphos), C(=O)([O-])[O-].[Cs+].[Cs+] (Cs2CO3). The reagents and catalysts are C=1C=CC(=CC1)/C=C/C(=O)/C=C/C2=CC=CC=C2.C=1C=CC(=CC1)/C=C/C(=O)/C=C/C2=CC=CC=C2.C=1C=CC(=CC1)/C=C/C(=O)/C=C/C2=CC=CC=C2.[Pd].[Pd] (Pd2(dba)3). Solvent: O1CCOCC1 (dioxane). Reaction conditions: temperature 100 celsius. Yields the product BrC=1C=C(C(N(C1)C)=O)NC1=NN2C(CN(CC2)C(CC)=O)=C1 (5-Bromo-1-methyl-3-(5-propionyl-4,5,6,7-tetrahydropyrazolo[1,5-a]pyrazin-2-ylamino)pyridin-2(1H)-one). Isolated yield 71.5%. RXN SMILES: [NH2:1][C:2]1[CH:14]=[C:5]2[CH2:6][N:7]([C:10](=[O:13])[CH2:11][CH3:12])[CH2:8][CH2:9][N:4]2[N:3]=1.Br[C:16]1[C:17](=[O:24])[N:18]([CH3:23])[CH:19]=[C:20]([Br:22])[CH:21]=1.CC1(C)C2C(=C(P(C3C=CC=CC=3)C3C=CC=CC=3)C=CC=2)OC2C(P(C3C=CC=CC=3)C3C=CC=CC=3)=CC=CC1=2.C([O-])([O-])=O.[Cs+].[Cs+]>C1C=CC(/C=C/C(/C=C/C2C=CC=CC=2)=O)=CC=1.C1C=CC(/C=C/C(/C=C/C2C=CC=CC=2)=O)=CC=1.C1C=CC(/C=C/C(/C=C/C2C=CC=CC=2)=O)=CC=1.[Pd].[Pd].O1CCOCC1>[Br:22][C:20]1[CH:21]=[C:16]([NH:1][C:2]2[CH:14]=[C:5]3[CH2:6][N:7]([C:10](=[O:13])[CH2:11][CH3:12])[CH2:8][CH2:9][N:4]3[N:3]=2)[C:17](=[O:24])[N:18]([CH3:23])[CH:19]=1 |f:3.4.5,6.7.8.9.10|. Reported procedure: A 50-mL single-neck round-bottomed flask equipped with a magnetic stirrer and a reflux condenser was charged with 265b (200 mg, 1.03 mmol), 3,5-dibromo-1-methylpyridin-2(1H)-one (414 mg, 1.55 mmol), Pd2(dba)3 (47 mg, 0.052 mmol), Xantphos (60 mg, 0.103 mmol), Cs2CO3 (671.6 mg, 2.06 mmol), and dioxane (20 mL). After three cycles of vacuum/argon flush, the reaction mixture was heated at 100° C. for 3 h. Analysis of the reaction mixture by LCMS showed complete conversion to the desired product. The...